Dataset: the Open Reaction Database (ORD), a public repository of structured organic reaction records. Task: describe an organic reaction: reactants, conditions, products, and yield RXN SMILES: [CH3:1][n:2]1[n:3][cH:4][c:5](-[c:7]2[c:8]([N+:13]([O-:14])=[O:15])[cH:9][cH:10][cH:11][cH:12]2)[cH:6]1.[Cl-:18].[ClH:19].[OH2:16].[OH2:17]>>[CH3:1][n:2]1[n:3][cH:4][c:5](-[c:7]2[c:8]([NH2:13])[cH:9][cH:10][cH:11][cH:12]2)[cH:6]1. The reactants are Cn1cc(-c2ccccc2[N+](=O)[O-])cn1, [Cl-], Cl, O, O. Product: Cn1cc(-c2ccccc2N)cn1. Reactants: CCOCC, COc1ccc2cc(S(=O)(=O)NC(CCCNC(=N)N)C(=O)O)ccc2c1, O=S(Cl)Cl. Yields the product COc1ccc2cc(S(=O)(=O)NC(CCCNC(=N)N)C(=O)Cl)ccc2c1. RXN SMILES: [CH2:28]([O:29][CH2:30][CH3:31])[CH3:32].[CH3:1][O:2][c:3]1[cH:4][c:5]2[cH:6][cH:7][c:8]([S:13](=[O:14])(=[O:15])[NH:16][CH:17]([CH2:18][CH2:19][CH2:20][NH:21][C:22]([NH2:23])=[NH:24])[C:25](=[O:26])[OH:27])[cH:9][c:10]2[cH:11][cH:12]1.[S:33]([Cl:34])([Cl:35])=[O:36]>>[CH3:1][O:2][c:3]1[cH:4][c:5]2[cH:6][cH:7][c:8]([S:13](=[O:14])(=[O:15])[NH:16][CH:17]([CH2:18][CH2:19][CH2:20][NH:21][C:22]([NH2:23])=[NH:24])[C:25](=[O:27])[Cl:35])[cH:9][c:10]2[cH:11][cH:12]1. The reactants are [O-]Cl=O.[Na+] (NaClO2), OP(=O)(O)[O-].[K+] (KH2PO4), C(C)N1N=CC(=C1)C=1N=C2C(=NC1)N(C=C2C=O)COCC[Si](C)(C)C (2-(1-ethyl-1H-pyrazol-4-yl)-5-((2-(trimethylsilyl)ethoxy)methyl)-5H-pyrrolo[2,3-b]pyrazine-7-carbaldehyde), S(N)(O)(=O)=O (sulfamic acid). Run in O (H2O), O (H2O), O1CCOCC1 (1,4-dioxane), O (H2O). Run at time 2.5 hour. Yields the product N1=C2C(=NC=C1)NC=C2C(=O)O (5H-pyrrolo[3,2-b]pyrazine-7-carboxylic acid). Reaction SMILES: C(N1C=C([C:8]2[N:9]=[C:10]3[C:16]([CH:17]=[O:18])=[CH:15][N:14](COCC[Si](C)(C)C)[C:11]3=[N:12][CH:13]=2)C=N1)C.S(=O)(=O)([OH:29])N.[O-]Cl=O.[Na+].OP([O-])(O)=O.[K+]>O1CCOCC1.O>[N:9]1[CH:8]=[CH:13][N:12]=[C:11]2[NH:14][CH:15]=[C:16]([C:17]([OH:18])=[O:29])[C:10]=12 |f:2.3,4.5|. Reported procedure: To a solution of 2-(1-ethyl-1H-pyrazol-4-yl)-5-((2-(trimethylsilyl)ethoxy)methyl)-5H-pyrrolo[2,3-b]pyrazine-7-carbaldehyde (1.12 g, 3.01 mmol) in 1,4-dioxane (50 mL) and H2O (10 mL) at 0° C. was added sulfamic acid (1.76 g, 18.1 mmol). Then added a solution of NaClO2 (0.44 g, 3.92 mmol) and KH2PO4 (4.92 g, 36.2 mmol) in H2O (30 mL) via dropping funnel over 15 min. The ice bath was removed and the yellow cloudy reaction mixture was stirred at room temperature for 2.5 h. The reaction mixture was d... The reactants are ClCCCOC1=CC(=NN1C)C(=O)OC (Methyl 5-(3-chloropropoxy)-1-methyl-1H-pyrazole-3-carboxylate), Cl.S1C2=C(C=C1)C(=CC=C2)N2CCNCC2 (1-benzo[b]thiophen-4-yl piperazine hydrochloride), C([O-])([O-])=O.[K+].[K+] (potassium carbonate), [I-].[Na+] (sodium iodide). The solvent is CN(C)C=O (DMF), O (water). Run at temperature 80 celsius, time 3 hour. Yields the product S1C2=C(C=C1)C(=CC=C2)N2CCN(CC2)CCCOC2=CC(=NN2C)C(=O)OC (methyl 5-[3-(4-benzo[b]thiophen-4-yl-piperazin-1-yl)propoxy]-1-methyl-1H-pyrazole-3-carboxylate). Isolated yield 71.9%. Reaction SMILES: Cl[CH2:2][CH2:3][CH2:4][O:5][C:6]1[N:10]([CH3:11])[N:9]=[C:8]([C:12]([O:14][CH3:15])=[O:13])[CH:7]=1.Cl.[S:17]1[CH:21]=[CH:20][C:19]2[C:22]([N:26]3[CH2:31][CH2:30][NH:29][CH2:28][CH2:27]3)=[CH:23][CH:24]=[CH:25][C:18]1=2.C(=O)([O-])[O-].[K+].[K+].[I-].[Na+]>O.CN(C=O)C>[S:17]1[CH:21]=[CH:20][C:19]2[C:22]([N:26]3[CH2:31][CH2:30][N:29]([CH2:2][CH2:3][CH2:4][O:5][C:6]4[N:10]([CH3:11])[N:9]=[C:8]([C:12]([O:14][CH3:15])=[O:13])[CH:7]=4)[CH2:28][CH2:27]3)=[CH:23][CH:24]=[CH:25][C:18]1=2 |f:1.2,3.4.5,6.7|. Procedure details: Methyl 5-(3-chloropropoxy)-1-methyl-1H-pyrazole-3-carboxylate (1.17 g, 5.0 mmol), 1-benzo[b]thiophen-4-yl piperazine hydrochloride (1.35 g, 5.3 mmol), potassium carbonate (1.74, 12.6 mmol) and sodium iodide (0.75 g, 5.0 mmol) were added to DMF (12 ml), and the mixture was stirred at 80° C. for 3 hours. The reaction solution was cooled to room temperature and water was added thereto, and then, extracted with ethyl acetate. The organic phase was washed with water and dried over magnesium sulfate. ... Reactants: O(C1=CC=CC=C1)C=CN1C(NCC1)=N[N+](=O)[O-] (1-(2-phenoxyvinyl)2-nitroiminoimidazolidine), CS(=O)C (dimethylsulfoxide), ClC1=NC=C(C=C1)CCl (2-chloro-5chloromethylpyridine), C([O-])([O-])=O.[K+].[K+] (potassium carbonate). The solvent is O (water). Reaction conditions: temperature 70 celsius, time 1 hour. Yields the product ClC1=NC=C(C=C1)CN1C(N(CC1)C=COC1=CC=CC=C1)=N[N+](=O)[O-] (1-(2-chloropyridin-5-ylmethyl)-2-nitroimino-3-(2-phenoxyvinyl)-imidazolidine). Yield: 71.2%. RXN SMILES: [O:1]([CH:8]=[CH:9][N:10]1[CH2:14][CH2:13][NH:12][C:11]1=[N:15][N+:16]([O-:18])=[O:17])[C:2]1[CH:7]=[CH:6][CH:5]=[CH:4][CH:3]=1.[Cl:19][C:20]1[CH:25]=[CH:24][C:23]([CH2:26]Cl)=[CH:22][N:21]=1.C(=O)([O-])[O-].[K+].[K+].CS(C)=O>O>[Cl:19][C:20]1[CH:25]=[CH:24][C:23]([CH2:26][N:12]2[CH2:13][CH2:14][N:10]([CH:9]=[CH:8][O:1][C:2]3[CH:3]=[CH:4][CH:5]=[CH:6][CH:7]=3)[C:11]2=[N:15][N+:16]([O-:18])=[O:17])=[CH:22][N:21]=1 |f:2.3.4|. Reported procedure: A mixture comprising 2.8 g of 1-(2-phenoxyvinyl)2-nitroiminoimidazolidine, 3.6 g of 2-chloro-5chloromethylpyridine, 3.2 g of potassium carbonate and 15 ml of dimethylsulfoxide was stirred at 70° C. for one hour. The reaction mixture was poured into water, extracted with ethyl acetate, washed with water, dried (with anhydrous MgSO4) and concentrated to give an oily residue. This was purified by column chromatography (silica gel, eluet: ethyl acetate) to give 3.0 g of 1-(2-chloropyridin-5-ylmethyl...